This data is from the Open Reaction Database (ORD), a public repository of structured organic reaction records. The task is: describe an organic reaction: reactants, conditions, products, and yield The reactants are ClC1=CC=C2C(=C(C(NC2=C1)=O)C1=CC=CC=C1)O (7-Chloro-4-hydroxy-3-phenyl-2(1H)-quinolone), CN(CCN)C (N,N-dimethylethylenediamine). Product: CN(CCNC1=C(C(NC2=CC(=CC=C12)Cl)=O)C1=CC=CC=C1)C (4-(2-Dimethylaminoethylamino)-7-chloro-3-phenyl-2(1H)quinolone). RXN SMILES: [Cl:1][C:2]1[CH:11]=[C:10]2[C:5]([C:6](O)=[C:7]([C:13]3[CH:18]=[CH:17][CH:16]=[CH:15][CH:14]=3)[C:8](=[O:12])[NH:9]2)=[CH:4][CH:3]=1.[CH3:20][N:21]([CH3:25])[CH2:22][CH2:23][NH2:24]>>[CH3:20][N:21]([CH3:25])[CH2:22][CH2:23][NH:24][C:6]1[C:5]2[C:10](=[CH:11][C:2]([Cl:1])=[CH:3][CH:4]=2)[NH:9][C:8](=[O:12])[C:7]=1[C:13]1[CH:18]=[CH:17][CH:16]=[CH:15][CH:14]=1. Reported procedure: 7-Chloro-4-hydroxy-3-phenyl-2(1H)-quinolone (1 g) and N,N-dimethylethylenediamine (30 ml) were heated in a sealed tube at 180° C. for 10 days. The reaction mixture was concentrated in vacuo and partitioned between ethyl acetate and saturated potassium carbonate solution. The organic layer was separated, dried (Na2SO4) and the solvent was removed under vacuum. The residue was dissolved in HCl, washed with diethyl ether (2×), then basified with sodium hydroxide, extracted into ethyl acetate, dried... The reactants are N1C(NCCC1)=S (3,4,5,6-tetrahydro(1H)pyrimidine-2-thione), IC (iodomethane). Run in CO (methanol). The product is [I-].CSC1=[NH+]CCCN1 (2-methylsulphanyl-3,4,5,6-tetrahydropyrimidinium iodide). As a reaction SMILES: [NH:1]1[CH2:6][CH2:5][CH2:4][NH:3][C:2]1=[S:7].[I:8][CH3:9]>CO>[I-:8].[CH3:9][S:7][C:2]1[NH:3][CH2:4][CH2:5][CH2:6][NH+:1]=1 |f:3.4|. Reported procedure: The reaction mixture comprising one equivalent of 3,4,5,6-tetrahydro(1H)pyrimidine-2-thione and 1.2 equivalents of iodomethane in methanol (10 ml/g of thio-urea) is heated under reflux for 5 hours. After cooling down, the methanol is evaporated off under reduced pressure in order to quantitatively produce the product. The precipitate can then be washed in acetone or petroleum ether. Starting materials: S1N=C(C2=C1C=CC=C2)NCCCN (N1-(Benzo[d]isothiazol-3-yl)propane-1,3-diamine), COC1=CC=C(C=C1)C1=CC=C(C=C1)C=O (4′-methoxy-biphenyl-4-carboxaldehyde), C(C)(=O)O[BH-](OC(C)=O)OC(C)=O.[Na+] (sodium triacetoxyborohydride), C(C)(=O)O (acetic acid). Run in ClCCCl (1,2-dichloroethane). Run at time 8 hour. The product is S1N=C(C2=C1C=CC=C2)NCCCNCC2=CC=C(C=C2)C2=CC=C(C=C2)OC (N1-(benzo[d]isothiazol-3-yl)-N3-((4′-methoxybiphenyl-4-yl)methyl)propane-1,3-diamine). The yield is 29.2%. As a reaction SMILES: [S:1]1[C:5]2[CH:6]=[CH:7][CH:8]=[CH:9][C:4]=2[C:3]([NH:10][CH2:11][CH2:12][CH2:13][NH2:14])=[N:2]1.[CH3:15][O:16][C:17]1[CH:22]=[CH:21][C:20]([C:23]2[CH:28]=[CH:27][C:26]([CH:29]=O)=[CH:25][CH:24]=2)=[CH:19][CH:18]=1.C(O[BH-](OC(=O)C)OC(=O)C)(=O)C.[Na+].C(O)(=O)C>ClCCCl>[S:1]1[C:5]2[CH:6]=[CH:7][CH:8]=[CH:9][C:4]=2[C:3]([NH:10][CH2:11][CH2:12][CH2:13][NH:14][CH2:29][C:26]2[CH:25]=[CH:24][C:23]([C:20]3[CH:21]=[CH:22][C:17]([O:16][CH3:15])=[CH:18][CH:19]=3)=[CH:28][CH:27]=2)=[N:2]1 |f:2.3|. Procedure: N1-(Benzo[d]isothiazol-3-yl)propane-1,3-diamine (600 mg, 2.8 mmol) and 4′-methoxy-biphenyl-4-carboxaldehyde (614 mg, 2.8 mmol) were combined in 1,2-dichloroethane (20 mL) and treated with sodium triacetoxyborohydride (1.2 g, 5.7 mmol) and acetic acid (160 μL, 5.6 mmol). The mixture was stirred at room temperature overnight. The reaction was quenched by addition of saturated aqueous sodium bicarbonate solution. The crude product was extracted with ethyl acetate (2×50 mL). The organic extract was ... Starting materials: F[B-](F)(F)F, CCO, CCN(C(C)C)C(C)C, O=C(O)c1ccc(C(=O)N2CCCC2)c(Cl)c1, CSCCC(N)c1nc2cc(Cl)ccc2[nH]1, Cl, ClCCl, C1CCOC1, CN(C)C(On1nnc2ccccc21)=[N+](C)C. The product is CSCCC(NC(=O)c1ccc(C(=O)N2CCCC2)c(Cl)c1)c1nc2cc(Cl)ccc2[nH]1. As a reaction SMILES: [B-:18]([F:19])([F:20])([F:21])[F:22].[CH2:71]([OH:72])[CH3:73].[CH:40]([N:41]([CH:42]([CH3:43])[CH3:44])[CH2:45][CH3:46])([CH3:47])[CH3:48].[Cl:1][c:2]1[cH:3][c:4]([C:5](=[O:6])[OH:7])[cH:8][cH:9][c:10]1[C:11](=[O:12])[N:13]1[CH2:14][CH2:15][CH2:16][CH2:17]1.[Cl:49][c:50]1[cH:51][c:52]2[c:53]([nH:54][c:55]([CH:57]([CH2:58][CH2:59][S:60][CH3:61])[NH2:62])[n:56]2)[cH:63][cH:64]1.[Cl:65].[Cl:74][CH2:75][Cl:76].[O:66]1[CH2:67][CH2:68][CH2:69][CH2:70]1.[n:23]1([O:24][C:25]([N:26]([CH3:27])[CH3:28])=[N+:29]([CH3:30])[CH3:31])[c:32]2[cH:33][cH:34][cH:35][cH:36][c:37]2[n:38][n:39]1>>[Cl:1][c:2]1[cH:3][c:4]([C:5](=[O:7])[NH:62][CH:57]([c:55]2[nH:54][c:53]3[c:52]([cH:51][c:50]([Cl:49])[cH:64][cH:63]3)[n:56]2)[CH2:58][CH2:59][S:60][CH3:61])[cH:8][cH:9][c:10]1[C:11](=[O:12])[N:13]1[CH2:14][CH2:15][CH2:16][CH2:17]1. RXN SMILES: [CH2:1]([N:8]1[C:13](=[O:14])[C:12]2[C:15]([CH3:18])=[N:16][O:17][C:11]=2[N:10]=[C:9]1[CH2:19][CH2:20][CH3:21])[C:2]1[CH:7]=[CH:6][CH:5]=[CH:4][CH:3]=1.CC([O-])=O.[Na+].[Br:27]Br.O>CC(O)=O>[CH2:1]([N:8]1[C:13](=[O:14])[C:12]2[C:15]([CH3:18])=[N:16][O:17][C:11]=2[N:10]=[C:9]1[CH:19]([Br:27])[CH2:20][CH3:21])[C:2]1[CH:3]=[CH:4][CH:5]=[CH:6][CH:7]=1 |f:1.2|. Reactants: C(C1=CC=CC=C1)N1C(=NC2=C(C1=O)C(=NO2)C)CCC (5-Benzyl-3-methyl-6-propyl-5H-isoxazolo[5,4-d]pyrimidin-4-one), CC(=O)[O-].[Na+] (NaOAc), O (water), BrBr (Br2). Isolated yield 29.8%. Run in CC(=O)O (HOAc). Reported procedure: A solution of the compound of Example 1, Step 3 (525 mg, 1.85 mmol) in HOAc (20 mL) at room temperature was treated with NaOAc (182 mg, 2.22 mmol) followed by Br2 (296 mg, 1.85 mmol). The mixture was stirred at 55° C. for 72 h then cooled and poured into water. The resulting precipitate was collected and air dried to afford the desired product as a white solid (200 mg, 30%); 1H NMR (DMSO-d6) δ 7.35 (m, 5H), 5.71 (d, J=16.5 Hz, 1H), 5.21 (d, J=16.5 Hz, 1H), 5.16 (t, J=7.5 Hz, 1H), 2.51 (s, 3H), 2... Conditions: temperature 55 celsius, time 72 hour. Product: C(C1=CC=CC=C1)N1C(=NC2=C(C1=O)C(=NO2)C)C(CC)Br ((±)-5-Benzyl-6-(1-bromo-propyl)-3-methyl-5H-isoxazolo[5,4-d]pyrimidin-4-one).